From a dataset of the Open Reaction Database (ORD), a public repository of structured organic reaction records. describe an organic reaction: reactants, conditions, products, and yield Starting materials: N-oxide, CC(C)(C)NS(=O)(=O)C1=NC=CC=C1C (N-(1,1-dimethylethyl)-3-methyl-2-pyridinesulfonamide), C(F)(F)(F)C(=O)O (CF3CO2H). Conditions: time 6 hour. Yields the product CC1=C([N+](=CC=C1)[O-])S(=O)(=O)N (3-Methyl-2-pyridinesulfonamide-1-oxide). RXN SMILES: CC([NH:5][S:6]([C:9]1[C:14]([CH3:15])=[CH:13][CH:12]=[CH:11][N:10]=1)(=[O:8])=[O:7])(C)C.C(C(O)=[O:21])(F)(F)F>>[CH3:15][C:14]1[CH:13]=[CH:12][CH:11]=[N+:10]([O-:21])[C:9]=1[S:6]([NH2:5])(=[O:8])=[O:7]. Procedure: A mixture of the N-oxide of N-(1,1-dimethylethyl)-3-methyl-2-pyridinesulfonamide (2.5 g, 8.2 mmol) and 50 mL of CF3CO2H were stirred for 6 hours. The CF3CO2H was removed under vacuum and the resulting solids were washed with butyl chloride to afford 1 g of the desired product, m.p. 233°-235° C., (M+ =188, expected, 188). Conditions: time 2 hour. Procedure: To a solution of 3-(N-benzyloxycarbonyl-valyloxy)benzoic acid (7.42 g, 20 mmole) in 1,4-dioxane (100 ml) was added a 40% solution of tetrabutylammonium hydroxide (12.97 g, 20 mmole) and the mixture was stirred 2 hours at room temperature. The mixture was evaporated under reduced pressure and co-evaporated two times with 1,4-dioxane and two times with toluene. The dried product was dissolved in dichloromethane (50 ml) and chloroiodomethane (35.3 g, 200 mmole) was added. The solution was stirred f... Product: C(C1=CC=CC=C1)OC(=O)N[C@@H](C(C)C)C(=O)OC=1C=C(C(=O)OCCl)C=CC1 (Chloromethyl 3-(N-benzyloxycarbonyl-L-valyloxy)-benzoate). Solvent: O1CCOCC1 (1,4-dioxane). As a reaction SMILES: [CH2:1]([O:8][C:9]([NH:11][C@H:12]([C:16]([O:18][C:19]1[CH:20]=[C:21]([CH:25]=[CH:26][CH:27]=1)[C:22]([OH:24])=[O:23])=[O:17])[CH:13]([CH3:15])[CH3:14])=[O:10])[C:2]1[CH:7]=[CH:6][CH:5]=[CH:4][CH:3]=1.[OH-].C([N+](CCCC)(CCCC)CCCC)CCC.[Cl:46][CH2:47]I>O1CCOCC1>[CH2:1]([O:8][C:9]([NH:11][C@H:12]([C:16]([O:18][C:19]1[CH:20]=[C:21]([CH:25]=[CH:26][CH:27]=1)[C:22]([O:24][CH2:47][Cl:46])=[O:23])=[O:17])[CH:13]([CH3:15])[CH3:14])=[O:10])[C:2]1[CH:7]=[CH:6][CH:5]=[CH:4][CH:3]=1 |f:1.2|. Starting materials: C(C1=CC=CC=C1)OC(=O)N[C@@H](C(C)C)C(=O)OC=1C=C(C(=O)O)C=CC1 (3-(N-benzyloxycarbonyl-valyloxy)benzoic acid), solution, [OH-].C(CCC)[N+](CCCC)(CCCC)CCCC (tetrabutylammonium hydroxide), ClCI (chloroiodomethane). Starting materials: S(=O)(Cl)Cl (thionyl chloride), FC(C(C(=O)O)(O)C)(F)F (α-trifluoromethyl lactic acid), C1(=CC=CC=C1)N(S(=O)(=O)C1=CC=C(N)C=C1)C (4-(N-phenyl-N-methylaminosulfonyl)aniline). The solvent is O (water), CN(C(C)=O)C (N,N-dimethylacetamide). Conditions: temperature 0 celsius, time 1 hour. Product: FC(C(C(=O)NC1=CC=C(C=C1)S(=O)(=O)N(C)C1=CC=CC=C1)(C)O)(F)F (3,3,3-Trifluoro-2-hydroxy-2-methyl-N-[4-(N-phenyl-N-methylaminosulfonyl)phenyl]propanamide). Isolated yield 60.9%. Reaction SMILES: [F:1][C:2]([F:10])([F:9])[C:3]([CH3:8])([OH:7])[C:4](O)=[O:5].S(Cl)(Cl)=O.[C:15]1([N:21]([CH3:32])[S:22]([C:25]2[CH:31]=[CH:30][C:28]([NH2:29])=[CH:27][CH:26]=2)(=[O:24])=[O:23])[CH:20]=[CH:19][CH:18]=[CH:17][CH:16]=1>CN(C)C(=O)C.O>[F:1][C:2]([F:10])([F:9])[C:3]([OH:7])([CH3:8])[C:4]([NH:29][C:28]1[CH:30]=[CH:31][C:25]([S:22]([N:21]([C:15]2[CH:16]=[CH:17][CH:18]=[CH:19][CH:20]=2)[CH3:32])(=[O:24])=[O:23])=[CH:26][CH:27]=1)=[O:5]. Reported procedure: To a cooled (-20° C.) solution of α-trifluoromethyl lactic acid 0.20 g in dry N,N-dimethylacetamide (4 ml) was added thionyl chloride (0.16 g). The reaction mixture was stirred for 1 hour, then warmed to 0° C. over 30 minutes and treated with 4-(N-phenyl-N-methylaminosulfonyl)aniline (0.34 g). After stirring at 22° C. for 24 hours, the reaction mixture was diluted with water (30 ml) and extracted with ethyl acetate (2×20 ml). The combined ethyl acetate extracts were washed with brine, dried (Na2... Starting materials: C(C)(C)(C)OC(=O)C1CC(SC1)CCOC1OCCCC1 (4-tert-butoxycarbonyl-2-(2-tetrahydropyranyloxyethyl)tetrahydrothiophene), O.C1(=CC=C(C=C1)S(=O)(=O)O)C (p-toluenesulfonic acid monohydrate), C([O-])(O)=O.[Na+] (sodium bicarbonate). Solvent: CO (methanol). Reaction conditions: time 3 hour. The product is C(C)(C)(C)OC(=O)C1CC(SC1)CCO (4-tert-butoxycarbonyl-2-(2-hydroxyethyl)tetrahydrothiophene). Yield: 95.5%. Reaction SMILES: [C:1]([O:5][C:6]([CH:8]1[CH2:12][S:11][CH:10]([CH2:13][CH2:14][O:15]C2CCCCO2)[CH2:9]1)=[O:7])([CH3:4])([CH3:3])[CH3:2].O.C1(C)C=CC(S(O)(=O)=O)=CC=1.C(=O)(O)[O-].[Na+]>CO>[C:1]([O:5][C:6]([CH:8]1[CH2:12][S:11][CH:10]([CH2:13][CH2:14][OH:15])[CH2:9]1)=[O:7])([CH3:4])([CH3:3])[CH3:2] |f:1.2,3.4|. Procedure: To a stirred solution of 4-tert-butoxycarbonyl-2-(2-tetrahydropyranyloxyethyl)tetrahydrothiophene (0.67 g) in methanol (20 ml), p-toluenesulfonic acid monohydrate (40 mg) was added and the mixture was stirred for 3 hours at room temperature. Saturated aqueous sodium bicarbonate solution was added to the mixture and extracted with ethyl acetate. The organic layer was washed with water and saturated sodium chloride solution, dried over anhydrous magnesium sulfate and concentrated in vacuo. The oil... Reactants: C(=O)NC=1SC(=C(N1)C(C(=O)NC1[C@@H]2N(C(=CCS2)C(=O)O)C1=O)=NOC)Br (7-[2-(2-Formamido-5-bromothiazol-4-yl)-2-methoxyiminoacetamido]-3-cephem-4-carboxylic acid), Cl (hydrochloric acid). The product is Cl.NC=1SC(=C(N1)C(C(=O)NC1[C@@H]2N(C(=CCS2)C(=O)O)C1=O)=NOC)Br (7-[2-(2-amino-5-bromothiazol-4-yl)-2-methoxyiminoacetamido]-3-cephem-4-carboxylic acid hydrochloride). RXN SMILES: C([NH:3][C:4]1[S:5][C:6]([Br:28])=[C:7]([C:9](=[N:25][O:26][CH3:27])[C:10]([NH:12][CH:13]2[C:23](=[O:24])[N:15]3[C:16]([C:20]([OH:22])=[O:21])=[CH:17][CH2:18][S:19][C@H:14]23)=[O:11])[N:8]=1)=O.[ClH:29]>>[ClH:29].[NH2:3][C:4]1[S:5][C:6]([Br:28])=[C:7]([C:9](=[N:25][O:26][CH3:27])[C:10]([NH:12][CH:13]2[C:23](=[O:24])[N:15]3[C:16]([C:20]([OH:22])=[O:21])=[CH:17][CH2:18][S:19][C@H:14]23)=[O:11])[N:8]=1 |f:2.3|. Reported procedure: 7-[2-(2-Formamido-5-bromothiazol-4-yl)-2-methoxyiminoacetamido]-3-cephem-4-carboxylic acid (syn isomer, 0.8 g.) was treated with conc. hydrochloric acid (0.4 ml.) in a similar manner to that of Example 1-(2) to give 7-[2-(2-amino-5-bromothiazol-4-yl)-2-methoxyiminoacetamido]-3-cephem-4-carboxylic acid hydrochloride (syn isomer, 700 mg.). Reactants: C=CCN(c1nc(Cl)nc2c1ncn2C1CCCO1)C1CCCCC1, CN, CO. The product is C=CCN(c1nc(NC)nc2c1ncn2C1CCCO1)C1CCCCC1. Reaction SMILES: [CH2:1]([CH:2]=[CH2:3])[N:4]([CH:5]1[CH2:6][CH2:7][CH2:8][CH2:9][CH2:10]1)[c:11]1[c:12]2[n:13][cH:14][n:15]([CH:21]3[O:22][CH2:23][CH2:24][CH2:25]3)[c:16]2[n:17][c:18]([Cl:20])[n:19]1.[CH3:26][NH2:27].[CH3:28][OH:29]>>[CH2:1]([CH:2]=[CH2:3])[N:4]([CH:5]1[CH2:6][CH2:7][CH2:8][CH2:9][CH2:10]1)[c:11]1[c:12]2[n:13][cH:14][n:15]([CH:21]3[O:22][CH2:23][CH2:24][CH2:25]3)[c:16]2[n:17][c:18]([NH:27][CH3:26])[n:19]1. Reactants: OC[C@@H]1CN(C[C@@H]1CO)C(=O)OCC1=CC=CC=C1 (phenylmethyl (cis)-3,4-bis(hydroxymethyl)-1-pyrrolidinecarboxylate), C(Cl)Cl (DCM), S(=O)(=O)(C1=CC=C(C)C=C1)Cl (tosyl-chloride). Solvent: N1=CC=CC=C1 (pyridine). Yields the product C1OCC2C1CN(C2)C(=O)OCC2=CC=CC=C2 (Phenylmethyl tetrahydro-1H-furo[3,4-c]pyrrole-5(3H)-carboxylate). As a reaction SMILES: C(Cl)Cl.O[CH2:5][C@H:6]1[C@@H:10]([CH2:11][OH:12])[CH2:9][N:8]([C:13]([O:15][CH2:16][C:17]2[CH:22]=[CH:21][CH:20]=[CH:19][CH:18]=2)=[O:14])[CH2:7]1.S(Cl)(C1C=CC(C)=CC=1)(=O)=O>N1C=CC=CC=1>[CH2:11]1[CH:10]2[CH2:9][N:8]([C:13]([O:15][CH2:16][C:17]3[CH:22]=[CH:21][CH:20]=[CH:19][CH:18]=3)=[O:14])[CH2:7][CH:6]2[CH2:5][O:12]1. Reported procedure: To a mixture of DCM (3 mL) and pyridine (3 mL) was added phenylmethyl (cis)-3,4-bis(hydroxymethyl)-1-pyrrolidinecarboxylate (250 mg, 0.94 mmol) followed by tosyl-chloride (540 mg, 2.8 mmol) and the resulting solution was refluxed for 4 hours. The solvents were evaporated and the residue was azeotroped once with hexane before being purified by RP-HPLC. This yielded phenylmethyl tetrahydro-1H-furo[3,4-c]pyrrole-5(3H)-carboxylate (170 mg, 73%). LCMS: (M+H)+: 248.4. Starting materials: OC1=CC(NC=C1C1=CC=CC=C1)=O (4-hydroxy-5-phenylpyridin-2(1H)-one), CS(=O)(=O)OC1CCN(CC1)C(=O)OC(C)(C)C (tert-butyl 4-(methylsulfonyloxy)piperidine-1-carboxylate), CS(=O)(=O)C1=CC(NC=C1)=O (4-(methylsulfonyl)pyridine-2(1H)-one), CS(=O)(=O)OC1CCN(CC1)C1=NC=C(C=N1)CCC (1-(5-propylpyrimidin-2-yl)piperidin-4-yl methanesulfonate). Product: C1(=CC=CC=C1)C=1C(=CC(NC1)=O)OC1CCN(CC1)C1=NC=C(C=N1)CCC (5-phenyl-4-(1-(5-propylpyrimidin-2-yl)piperidin-4-yloxy)pyridin-2(1H)-one). As a reaction SMILES: [OH:1][C:2]1[C:7]([C:8]2[CH:13]=[CH:12][CH:11]=[CH:10][CH:9]=2)=[CH:6][NH:5][C:4](=[O:14])[CH:3]=1.CS(C1C=CNC(=O)C=1)(=O)=O.CS(O[CH:31]1[CH2:36][CH2:35][N:34]([C:37]2[N:42]=[CH:41][C:40]([CH2:43][CH2:44][CH3:45])=[CH:39][N:38]=2)[CH2:33][CH2:32]1)(=O)=O.CS(OC1CCN(C(OC(C)(C)C)=O)CC1)(=O)=O>>[C:8]1([C:7]2[C:2]([O:1][CH:31]3[CH2:36][CH2:35][N:34]([C:37]4[N:38]=[CH:39][C:40]([CH2:43][CH2:44][CH3:45])=[CH:41][N:42]=4)[CH2:33][CH2:32]3)=[CH:3][C:4](=[O:14])[NH:5][CH:6]=2)[CH:9]=[CH:10][CH:11]=[CH:12][CH:13]=1. Procedure details: The compound in Step C was prepared according to the procedures described in Example 1 substituting 4-hydroxy-5-phenylpyridin-2(1H)-one for 4-hydroxy-1-(4-(methylsulfonyl)pyridine-2(1H)-one and 1-(5-propylpyrimidin-2-yl)piperidin-4-yl methanesulfonate for tert-butyl 4-(methylsulfonyloxy)piperidine-1-carboxylate in Step D. MS (ESI) 391 (M+H).